This data is from the Open Reaction Database (ORD), a public repository of structured organic reaction records. The task is: describe an organic reaction: reactants, conditions, products, and yield Reactants: OC(COC1=NC(=NC2=CC=CC=C12)N1CCNCC1)CO (4-[(RS)-(2,3-dihydroxypropyl)oxy]-2-(1-piperazinyl)quinazoline), C(C)(=O)O (acetic acid). Solvent: CC(=O)C.CO (acetone methanol). Yields the product C(C)(=O)O.OC(COC1=NC(=NC2=CC=CC=C12)N1CCNCC1)CO (4-[(RS)-(2,3-dihydroxypropyl)oxy]-2-(1-piperazinyl)quinazoline monoacetate). Isolated yield 66.0%. As a reaction SMILES: [OH:1][CH:2]([CH2:21][OH:22])[CH2:3][O:4][C:5]1[C:14]2[C:9](=[CH:10][CH:11]=[CH:12][CH:13]=2)[N:8]=[C:7]([N:15]2[CH2:20][CH2:19][NH:18][CH2:17][CH2:16]2)[N:6]=1.[C:23]([OH:26])(=[O:25])[CH3:24]>CC(C)=O.CO>[C:23]([OH:26])(=[O:25])[CH3:24].[OH:1][CH:2]([CH2:21][OH:22])[CH2:3][O:4][C:5]1[C:14]2[C:9](=[CH:10][CH:11]=[CH:12][CH:13]=2)[N:8]=[C:7]([N:15]2[CH2:16][CH2:17][NH:18][CH2:19][CH2:20]2)[N:6]=1 |f:2.3,4.5|. Procedure: To a solution of 4-[(RS)-(2,3-dihydroxypropyl)oxy]-2-(1-piperazinyl)quinazoline (cf. Example 44) (300 mg) in acetone-methanol is added acetic acid (65 mg), and the mixture is filtered, and the filtrate is evaporated to dryness under reduced pressure. The residue is recrystallized from methanol-acetone to give 4-[(RS)-(2,3-dihydroxypropyl)oxy]-2-(1-piperazinyl)quinazoline monoacetate (237 mg) as crystals. Reactants: FC1=CC(=CC=C1)SC (1-fluoro-3-(methylsulfanyl)benzene), ClCCCC(=O)Cl (4-chlorobutyryl chloride), [Al+3].[Cl-].[Cl-].[Cl-] (AlCl3). Solvent: C(Cl)Cl (CH2Cl2). Conditions: temperature 20 celsius, time 12 hour. The product is ClCCCC(=O)C1=C(C=C(C=C1)F)SC (4-chloro-1-[4-fluoro-2-(methylsulfanyl)phenyl]-1-butanone). The yield is 81.0%. RXN SMILES: [F:1][C:2]1[CH:7]=[CH:6][CH:5]=[C:4]([S:8][CH3:9])[CH:3]=1.[Cl:10][CH2:11][CH2:12][CH2:13][C:14](Cl)=[O:15].[Al+3].[Cl-].[Cl-].[Cl-]>C(Cl)Cl>[Cl:10][CH2:11][CH2:12][CH2:13][C:14]([C:5]1[CH:6]=[CH:7][C:2]([F:1])=[CH:3][C:4]=1[S:8][CH3:9])=[O:15] |f:2.3.4.5|. Procedure details: To a solution of 1-fluoro-3-(methylsulfanyl)benzene (1.98 g, 14.0 mmol) and 4-chlorobutyryl chloride in CH2Cl2 (15 mL) was added AlCl3 (2.06 g, 15.4 mmol) at 20° C. under N2. The reaction mixture was stirred for 15 h at 20° C. for 12 h then quenched by addition of H2O and extracted with Et2O. The combine organic solution was washed with H2O and brine, dried over MgSO4, filtered and concentrated in vacuo. The resulting white solid was recrystalized to give 4-chloro-1-[4-fluoro-2-(methylsulfanyl)p...